From a dataset of the Open Reaction Database (ORD), a public repository of structured organic reaction records. describe an organic reaction: reactants, conditions, products, and yield Starting materials: O=C([O-])[O-], Cc1cnc(NC(=O)c2cc(O)cc(OC(C)CO[Si](C)(C)C(C)(C)C)c2)cn1, CCOC(C)=O, CC#N, [K+], [K+], O=C(c1cnc(Cl)cn1)N1CCC1. The product is Cc1cnc(NC(=O)c2cc(Oc3cnc(C(=O)N4CCC4)cn3)cc(OC(C)CO[Si](C)(C)C(C)(C)C)c2)cn1. As a reaction SMILES: [C:43](=[O:44])([O-:45])[O-:46].[CH3:1][C:2]([CH3:3])([CH3:4])[Si:5]([O:6][CH2:7][CH:8]([CH3:9])[O:10][c:11]1[cH:12][c:13]([C:14](=[O:15])[NH:16][c:17]2[n:18][cH:19][c:20]([CH3:23])[n:21][cH:22]2)[cH:24][c:25]([OH:27])[cH:26]1)([CH3:28])[CH3:29].[CH3:49][CH2:50][O:51][C:52](=[O:53])[CH3:54].[CH3:55][C:56]#[N:57].[K+:47].[K+:48].[N:30]1([C:34](=[O:35])[c:36]2[n:37][cH:38][c:39]([Cl:42])[n:40][cH:41]2)[CH2:31][CH2:32][CH2:33]1>>[CH3:1][C:2]([CH3:3])([CH3:4])[Si:5]([O:6][CH2:7][CH:8]([CH3:9])[O:10][c:11]1[cH:12][c:13]([C:14](=[O:15])[NH:16][c:17]2[n:18][cH:19][c:20]([CH3:23])[n:21][cH:22]2)[cH:24][c:25]([O:27][c:39]2[cH:38][n:37][c:36]([C:34]([N:30]3[CH2:31][CH2:32][CH2:33]3)=[O:35])[cH:41][n:40]2)[cH:26]1)([CH3:28])[CH3:29]. The reactants are O=C1CCC(=O)N1Br, CN(C)C=O, O=Cc1cccn1-c1c(Cl)cncc1Cl, O. Yields the product O=Cc1cc(Br)cn1-c1c(Cl)cncc1Cl. Reaction SMILES: [Br:16][N:17]1[C:18](=[O:19])[CH2:20][CH2:21][C:22]1=[O:23].[CH3:25][N:26]([CH3:27])[CH:28]=[O:29].[Cl:1][c:2]1[cH:3][n:4][cH:5][c:6]([Cl:15])[c:7]1-[n:8]1[c:9]([CH:13]=[O:14])[cH:10][cH:11][cH:12]1.[OH2:24]>>[Cl:1][c:2]1[cH:3][n:4][cH:5][c:6]([Cl:15])[c:7]1-[n:8]1[c:9]([CH:13]=[O:14])[cH:10][c:11]([Br:16])[cH:12]1.